describe an organic reaction: reactants, conditions, products, and yield From a dataset of the Open Reaction Database (ORD), a public repository of structured organic reaction records. The reactants are CC(C)(C)c1cc(C=C2Sc3ccccc3NC2=O)cc(C(C)(C)C)c1O, CC(C)=O, O=S(=O)([O-])CCl, Cl, [H-], [K+], [Na+]. Yields the product CC(C)(C)c1cc(C=C2Sc3ccccc3N(CS(=O)(=O)O)C2=O)cc(C(C)(C)C)c1O. As a reaction SMILES: [C:3]([CH3:4])([CH3:5])([CH3:6])[c:7]1[cH:8][c:9]([CH:10]=[C:11]2[S:12][c:13]3[c:14]([cH:18][cH:19][cH:20][cH:21]3)[NH:15][C:16]2=[O:17])[cH:22][c:23]([C:26]([CH3:27])([CH3:28])[CH3:29])[c:24]1[OH:25].[CH3:38][C:39]([CH3:40])=[O:41].[Cl:30][CH2:31][S:32](=[O:33])(=[O:34])[O-:35].[ClH:37].[H-:1].[K+:36].[Na+:2]>>[C:3]([CH3:4])([CH3:5])([CH3:6])[c:7]1[cH:8][c:9]([CH:10]=[C:11]2[S:12][c:13]3[c:14]([cH:18][cH:19][cH:20][cH:21]3)[N:15]([CH2:31][S:32](=[O:33])(=[O:34])[OH:35])[C:16]2=[O:17])[cH:22][c:23]([C:26]([CH3:27])([CH3:28])[CH3:29])[c:24]1[OH:25]. Reactants: ClC1=CC(=C(CN2N=C(C3=CC=CC=C23)C(=O)OCC)C=C1)C (ethyl 1-(4-chloro-2-methylbenzyl)-1H-indazole-3-carboxylate), ClC1=C(CN2N=C(C3=CC=CC=C23)C(=O)O)C=CC(=C1)Cl (1-(2,4-dichlorobenzyl)-1H-indazole-3-carboxylic acid), ClC1=CC(=C(CN2N=C(C3=CC=CC=C23)C(=O)O)C=C1)C (1-(4-chloro-2-methylbenzyl)-1H-indazole-3-carboxylic acid). The product is ClC1=C(CN2N=C(C3=CC=CC=C23)C(=O)OCC)C=CC(=C1)Cl (ethyl 1-(2,4-dichlorobenzyl)-1H-indazole-3-carboxylate). Reaction SMILES: [Cl:1][C:2]1[CH:22]=[CH:21][C:5]([CH2:6][N:7]2[C:15]3[C:10](=[CH:11][CH:12]=[CH:13][CH:14]=3)[C:9]([C:16]([O:18][CH2:19][CH3:20])=[O:17])=[N:8]2)=[C:4](C)[CH:3]=1.[Cl:24]C1C=C(Cl)C=CC=1CN1C2C(=CC=CC=2)C(C(O)=O)=N1.ClC1C=CC(CN2C3C(=CC=CC=3)C(C(O)=O)=N2)=C(C)C=1>>[Cl:24][C:4]1[CH:3]=[C:2]([Cl:1])[CH:22]=[CH:21][C:5]=1[CH2:6][N:7]1[C:15]2[C:10](=[CH:11][CH:12]=[CH:13][CH:14]=2)[C:9]([C:16]([O:18][CH2:19][CH3:20])=[O:17])=[N:8]1. Procedure details: The product was obtained using the method described for the preparation of compound 10a, but using as reagent 1-(2,4-dichlorobenzyl)-1H-indazole-3-carboxylic acid, prepared as described in J. Med. Chem. (1976) 19, 778-783, (0.4 mol) instead of 1-(4-chloro-2-methylbenzyl)-1H-indazole-3-carboxylic acid.